Dataset: the Open Reaction Database (ORD), a public repository of structured organic reaction records. Task: describe an organic reaction: reactants, conditions, products, and yield Starting materials: FC1(F)Oc2ccc(Br)cc2O1, C1CCOC1, [Li]CCCC, CN(C)C=O. Yields the product O=Cc1ccc2c(c1)OC(F)(F)O2. Reaction SMILES: [Br:1][c:2]1[cH:3][c:4]2[c:5]([cH:11][cH:12]1)[O:6][C:7]([F:9])([F:10])[O:8]2.[CH2:23]1[O:24][CH2:25][CH2:26][CH2:27]1.[CH3:13][CH2:14][CH2:15][CH2:16][Li:17].[O:18]=[CH:19][N:20]([CH3:21])[CH3:22]>>[c:2]1([CH:19]=[O:18])[cH:3][c:4]2[c:5]([cH:11][cH:12]1)[O:6][C:7]([F:9])([F:10])[O:8]2.